This data is from the Open Reaction Database (ORD), a public repository of structured organic reaction records. The task is: describe an organic reaction: reactants, conditions, products, and yield The solvent is C1(=CC=CC=C1)C (toluene). The reagents and catalysts are C=1C=CC(=CC1)[P](C=2C=CC=CC2)(C=3C=CC=CC3)[Pd]([P](C=4C=CC=CC4)(C=5C=CC=CC5)C=6C=CC=CC6)([P](C=7C=CC=CC7)(C=8C=CC=CC8)C=9C=CC=CC9)[P](C=1C=CC=CC1)(C=1C=CC=CC1)C=1C=CC=CC1 (Pd(PPh3)4). Product: CC1=NC(=CC=C1OC1=CC(=NC=C1)C1=CN=CS1)[N+](=O)[O-] (5-(4-((2-methyl-6-nitropyridin-3-yl)oxy)pyridin-2-yl)thiazole). Reaction conditions: temperature 110 celsius, time 1 hour. Isolated yield 65.2%. Reaction SMILES: Cl[C:2]1[CH:7]=[C:6]([O:8][C:9]2[C:10]([CH3:18])=[N:11][C:12]([N+:15]([O-:17])=[O:16])=[CH:13][CH:14]=2)[CH:5]=[CH:4][N:3]=1.C([Sn](CCCC)(CCCC)[C:24]1[S:28][CH:27]=[N:26][CH:25]=1)CCC.CCOC(C)=O.[F-].[K+]>C1(C)C=CC=CC=1.C1C=CC([P]([Pd]([P](C2C=CC=CC=2)(C2C=CC=CC=2)C2C=CC=CC=2)([P](C2C=CC=CC=2)(C2C=CC=CC=2)C2C=CC=CC=2)[P](C2C=CC=CC=2)(C2C=CC=CC=2)C2C=CC=CC=2)(C2C=CC=CC=2)C2C=CC=CC=2)=CC=1>[CH3:18][C:10]1[C:9]([O:8][C:6]2[CH:5]=[CH:4][N:3]=[C:2]([C:24]3[S:28][CH:27]=[N:26][CH:25]=3)[CH:7]=2)=[CH:14][CH:13]=[C:12]([N+:15]([O-:17])=[O:16])[N:11]=1 |f:3.4,^1:55,57,76,95|. Reactants: C(CCC)[Sn](C1=CN=CS1)(CCCC)CCCC (5-(tributylstannyl)thiazole), ClC1=NC=CC(=C1)OC=1C(=NC(=CC1)[N+](=O)[O-])C (3-((2-chloropyridin-4-yl)oxy)-2-methyl-6-nitropyridine), CCOC(=O)C (EtOAc), [F-].[K+] (KF). Procedure details: A solution of Example A4 (0.35 g, 1.318 mmol) in toluene (8 mL) was sparged with Ar, treated with 5-(tributylstannyl)thiazole (0.493 g, 1.318 mmol) and Pd(PPh3)4 (0.152 g, 0.132 mmol), heated at 110° C. for 16 h, then cooled to RT. The mixture was treated with EtOAc and 10% aq. KF solution, stirred for 1 h and the solids were removed via filtration through diatomaceous earth. The layers of the filtrate were separated, the aqueous layer extracted with additional EtOAc (1×) and the combined organi... Procedure: In ethyl acetate (20 ml) was dissolved ethyl ester of trans-7-chloro-5-(2-chlorophenyl)-1-isopropyl-2-oxo-1,2,3,5-tetrahydro-4,1-benzoxazepine-3-crotonic acid (0.45 g). To the solution was added 10% palladium carbon (0.1 g), and the mixture was subjected to catalytic reduction at room temperatures under atmospheric pressure. The theoretical amount of hydrogen was allowed to be absorbed, then the catalyst was removed, followed by distilling off ethyl acetate under reduced pressure. The residue wa... The reagents and catalysts are [C].[Pd] (palladium carbon). The yield is 81.8%. The solvent is C(C)(=O)OCC (ethyl acetate), ethyl ester. Yields the product ethyl ester, ClC=1C=CC2=C([C@H](O[C@@H](C(N2C(C)C)=O)CCCC(=O)O)C2=C(C=CC=C2)Cl)C1 (trans-7-chloro-5-(2-chlorophenyl)-1-isopropyl-2-oxo-1,2,3,5-tetrahydro-4,1-benzoxazepine-3-butyric acid). Reactants: ClC=1C=CC2=C([C@H](O[C@@H](C(N2C(C)C)=O)C/C=C/C(=O)O)C2=C(C=CC=C2)Cl)C1 (trans-7-chloro-5-(2-chlorophenyl)-1-isopropyl-2-oxo-1,2,3,5-tetrahydro-4,1-benzoxazepine-3-crotonic acid), [H][H] (hydrogen). RXN SMILES: [Cl:1][C:2]1[CH:3]=[CH:4][C:5]2[N:11]([CH:12]([CH3:14])[CH3:13])[C:10](=[O:15])[C@@H:9]([CH2:16]/[CH:17]=[CH:18]/[C:19]([OH:21])=[O:20])[O:8][C@H:7]([C:22]3[CH:27]=[CH:26][CH:25]=[CH:24][C:23]=3[Cl:28])[C:6]=2[CH:29]=1.[H][H]>C(OCC)(=O)C.[C].[Pd]>[Cl:1][C:2]1[CH:3]=[CH:4][C:5]2[N:11]([CH:12]([CH3:13])[CH3:14])[C:10](=[O:15])[C@@H:9]([CH2:16][CH2:17][CH2:18][C:19]([OH:21])=[O:20])[O:8][C@H:7]([C:22]3[CH:27]=[CH:26][CH:25]=[CH:24][C:23]=3[Cl:28])[C:6]=2[CH:29]=1 |f:3.4|. Reactants: ClC1=NC=NC(=N1)Cl (2,4-dichloro-1,3,5-triazine), C(C)(C)N(CC)C(C)C (diisopropylethylamine), NC1=CC=C(C=C1)N1C[C@@H](CCC1)O ((R)-1-(4-aminophenyl)piperidin-3-ol). Run in O1CCOCC1 (dioxane). Conditions: temperature 110 celsius, time 1 hour. The product is ClC1=NC(=NC=N1)NC1=CC=C(C=C1)N1C[C@@H](CCC1)O ((R)-1-(4-((4-chloro-1,3,5-triazin-2-yl)amino)phenyl)piperidin-3-ol). Reaction SMILES: Cl[C:2]1[N:7]=[C:6]([Cl:8])[N:5]=[CH:4][N:3]=1.C(N(C(C)C)CC)(C)C.[NH2:18][C:19]1[CH:24]=[CH:23][C:22]([N:25]2[CH2:30][CH2:29][CH2:28][C@@H:27]([OH:31])[CH2:26]2)=[CH:21][CH:20]=1>O1CCOCC1>[Cl:8][C:6]1[N:5]=[CH:4][N:3]=[C:2]([NH:18][C:19]2[CH:24]=[CH:23][C:22]([N:25]3[CH2:30][CH2:29][CH2:28][C@@H:27]([OH:31])[CH2:26]3)=[CH:21][CH:20]=2)[N:7]=1. Procedure: To a solution of 2,4-dichloro-1,3,5-triazine in dioxane was added diisopropylethylamine, followed by the addition of (R)-1-(4-aminophenyl)piperidin-3-ol. The reaction mixture was stirred at 110° C. for 1 hour, and LCMS (liquid chromatography-mass spectrometry) showed the reaction was completed. The solvents were removed under reduced pressure, and the residue was purified by silica gel chromatography, eluting with petroleum ether:ethyl acetate=5:1, to afford (R)-1-(4-((4-chloro-1,3,5-triazin-2-y... Yields the product ClC1=C(C=CC(=C1)Cl)C=1N=C(C(=NC1CC)NC1CCSC2=CC=CC=C12)CC (5-(2,4-dichlorophenyl)-N-(3,4-dihydro-2H-thiochromen-4-yl)-3,6-diethylpyrazin-2-amine). RXN SMILES: [Cl:1][C:2]1[CH:7]=[C:6]([Cl:8])[CH:5]=[CH:4][C:3]=1[C:9]1[N:10]=[C:11]([CH2:28][CH3:29])[C:12]([NH:17][C@@H:18]2[C:26]3[C:21](=[CH:22][CH:23]=[CH:24][CH:25]=3)[CH2:20][C@@H:19]2O)=[N:13][C:14]=1[CH2:15][CH3:16].BrC1N=C(CC)C(NC2C3C(=CC=CC=3)[S:43]CC2)=NC=1CC>>[Cl:1][C:2]1[CH:7]=[C:6]([Cl:8])[CH:5]=[CH:4][C:3]=1[C:9]1[N:10]=[C:11]([CH2:28][CH3:29])[C:12]([NH:17][CH:18]2[C:26]3[C:21](=[CH:22][CH:23]=[CH:24][CH:25]=3)[S:43][CH2:20][CH2:19]2)=[N:13][C:14]=1[CH2:15][CH3:16]. Starting materials: ClC1=C(C=CC(=C1)Cl)C=1N=C(C(=NC1CC)N[C@H]1[C@H](CC2=CC=CC=C12)O)CC ((1R,2S)-1-{[5-(2,4-dichlorophenyl)-3,6-diethylpyrazin-2-yl]amino}-2,3-dihydro-1H-inden-2-ol), BrC=1N=C(C(=NC1CC)NC1CCSC2=CC=CC=C12)CC (5-bromo-N-(3,4-dihydro-2H-thiochromen-4-yl)-3,6-diethylpyrazin-2-amine). Procedure: Following the procedure for the preparation of (1R,2S)-1-{[5-(2,4-dichlorophenyl)-3,6-diethylpyrazin-2-yl]amino}-2,3-dihydro-1H-inden-2-ol but substituting 5-bromo-N-(3,4-dihydro-2H-thiochromen-4-yl)-3,6-diethylpyrazin-2-amine and making non-critical variations provided the title compound as a oil: 1H NMR (400 MHz, CDCl3) δ 7.51, 7.36, 7.32, 7.29, 7.20, 7.07, 5.49, 4.64, 3.23, 3.02, 2.72, 2.64, 2.53, 2.20, 1.27, 1.22; 13C NMR (100 MHz, CDCl3) δ 151.42, 150.26, 140.63, 137.74, 137.67, 135.29, 134... The reactants are [OH-].[K+] (potassium hydroxide), C(=O)NC1=NC(=NC=C1)C(C(=O)OCC)=O (ethyl 2-(4-formamidopyrimidin-2-yl)glyoxylate), monohydrate. Run in C(C)O (ethanol), C(C)O (ethanol). Run at time 2 hour. The product is NC1=NC(=NC=C1)C(C(=O)[O-])=O.[K+] (potassium 2-(4-aminoprimidin-2-yl)glyoxylate). RXN SMILES: C([NH:3][C:4]1[CH:9]=[CH:8][N:7]=[C:6]([C:10](=[O:16])[C:11]([O:13]CC)=[O:12])[N:5]=1)=O.[OH-].[K+:18]>C(O)C>[NH2:3][C:4]1[CH:9]=[CH:8][N:7]=[C:6]([C:10](=[O:16])[C:11]([O-:13])=[O:12])[N:5]=1.[K+:18] |f:1.2,4.5|. Reported procedure: A mixture of ethyl 2-(4-formamidopyrimidin-2-yl)glyoxylate and its monohydrate obtained in Preparation 6-(1) was dissolved in ethanol (30 ml.) and thereto was added dropwise 1 N ethanol solution of potassium hydroxide (11 ml.) under ice-cooling with stirring, and then stirring was continued for 2 hours at ambient temperature. The reaction mixture was filtered and the filtered precipitates were washed successively with a small amount of ethanol and diethyl ether and then dried to give a brown pow... The reactants are OCCN1CCNCC1, O=C(O)c1cc2nc(-c3cccc4[nH]ncc34)nc(N3CCOCC3)c2s1. Yields the product O=C(c1cc2nc(-c3cccc4[nH]ncc34)nc(N3CCOCC3)c2s1)N1CCN(CCO)CC1. Reaction SMILES: [N:28]1([CH2:34][CH2:35][OH:36])[CH2:29][CH2:30][NH:31][CH2:32][CH2:33]1.[nH:1]1[n:2][cH:3][c:4]2[c:5](-[c:10]3[n:11][c:12]([N:22]4[CH2:23][CH2:24][O:25][CH2:26][CH2:27]4)[c:13]4[c:14]([n:15]3)[cH:16][c:17]([C:19](=[O:20])[OH:21])[s:18]4)[cH:6][cH:7][cH:8][c:9]12>>[nH:1]1[n:2][cH:3][c:4]2[c:5](-[c:10]3[n:11][c:12]([N:22]4[CH2:23][CH2:24][O:25][CH2:26][CH2:27]4)[c:13]4[c:14]([n:15]3)[cH:16][c:17]([C:19](=[O:21])[N:31]3[CH2:30][CH2:29][N:28]([CH2:34][CH2:35][OH:36])[CH2:33][CH2:32]3)[s:18]4)[cH:6][cH:7][cH:8][c:9]12. Starting materials: CC1(C)OC(=O)Nc2ccc(-c3cccc(C#N)c3)cc21, COc1ccc(P2(=S)SP(=S)(c3ccc(OC)cc3)S2)cc1, CCOC(C)=O, Cc1ccccc1C. Yields the product CC1(C)OC(=S)Nc2ccc(-c3cccc(C#N)c3)cc21. Reaction SMILES: [CH3:1][C:2]1([CH3:21])[c:3]2[c:4]([cH:9][cH:10][c:11](-[c:13]3[cH:14][c:15]([C:16]#[N:17])[cH:18][cH:19][cH:20]3)[cH:12]2)[NH:5][C:6](=[O:8])[O:7]1.[CH3:22][O:23][c:24]1[cH:25][cH:26][c:27]([P:28]2(=[S:31])[S:29][P:30]([c:32]3[cH:33][cH:34][c:35]([O:36][CH3:37])[cH:38][cH:39]3)(=[S:40])[S:41]2)[cH:42][cH:43]1.[CH3:44][CH2:45][O:46][C:47](=[O:48])[CH3:49].[CH3:50][c:51]1[c:52]([CH3:53])[cH:54][cH:55][cH:56][cH:57]1>>[CH3:1][C:2]1([CH3:21])[c:3]2[c:4]([cH:9][cH:10][c:11](-[c:13]3[cH:14][c:15]([C:16]#[N:17])[cH:18][cH:19][cH:20]3)[cH:12]2)[NH:5][C:6](=[S:31])[O:7]1.